This data is from the Open Reaction Database (ORD), a public repository of structured organic reaction records. The task is: describe an organic reaction: reactants, conditions, products, and yield Reactants: Cl.NC1=C2N=C(N=C2N(C=N1)CC1=CC(=C(C=C1)OC)OC1CCCC1)C(C)(C)OCC1=CC=CC=C1 (6-amino-8-(1-benzyloxy-1-methyl-ethyl)-3-(3-cyclopentyloxy-4-methoxy-benzyl)-3H-purine hydrochloride), CO (methanol). The reagents and catalysts are [Pd] (Pd-C). Run in C1CCOC1 (THF). Yields the product Cl.NC1=C2N=C(N=C2N(C=N1)CC1=CC(=C(C=C1)OC)OC1CCCC1)C(C)(C)O (6-Amino-3-(3-cyclopentyloxy-4-methoxy-benzyl)-8-(1-hydroxy-1-methyl-ethyl)-3H-purine hydrochloride). Reaction SMILES: [ClH:1].[NH2:2][C:3]1[N:11]=[CH:10][N:9]([CH2:12][C:13]2[CH:18]=[CH:17][C:16]([O:19][CH3:20])=[C:15]([O:21][CH:22]3[CH2:26][CH2:25][CH2:24][CH2:23]3)[CH:14]=2)[C:8]2[C:4]=1[N:5]=[C:6]([C:27]([O:30]CC1C=CC=CC=1)([CH3:29])[CH3:28])[N:7]=2.CO>C1COCC1.[Pd]>[ClH:1].[NH2:2][C:3]1[N:11]=[CH:10][N:9]([CH2:12][C:13]2[CH:18]=[CH:17][C:16]([O:19][CH3:20])=[C:15]([O:21][CH:22]3[CH2:23][CH2:24][CH2:25][CH2:26]3)[CH:14]=2)[C:8]2[C:4]=1[N:5]=[C:6]([C:27]([OH:30])([CH3:28])[CH3:29])[N:7]=2 |f:0.1,5.6|. Procedure details: A solution of 6-amino-8-(1-benzyloxy-1-methyl-ethyl)-3-(3-cyclopentyloxy-4-methoxy-benzyl)-3H-purine hydrochloride (2.13 g, 4.06 mmole), in THF:methanol,1:1 (60 ml), was hydrogenated at room temperature and pressure with 10% Pd-C (0.26 g) for 12 hours. The catalyst was filtered off and the solvents removed in vacuo. The residue was suspended in hot acetone, the solid collected at 0-5° C. (1.23 g) and recrystallized from methanol-acetone to give the title compound, 0.76 g (43.2%) mp 231-232° C. Starting materials: BrCCSC1CC2=C(OC3=C1C=CC=C3)C=CC=C2 (10-(β-bromoethylthio)-10,11-dihydrodibenz[b,f]oxepin), N1CCOCC1 (morpholine), C([O-])(O)=O.[Na+] (sodium bicarbonate), [I-].[K+] (potassium iodide). The solvent is CN(C=O)C (dimethylformamide), O (water). Run at time 64 hour. The product is C(C(=O)O)(=O)O.O1CCN(CC1)CCSC1CC2=C(OC3=C1C=CC=C3)C=CC=C2 (10,11-dihydro-10-(β-morpholinoethylthio)dibenz[b,f]oxepin oxalate). Reaction SMILES: Br[CH2:2][CH2:3][S:4][CH:5]1[C:11]2[CH:12]=[CH:13][CH:14]=[CH:15][C:10]=2[O:9][C:8]2[CH:16]=[CH:17][CH:18]=[CH:19][C:7]=2[CH2:6]1.[NH:20]1[CH2:25][CH2:24][O:23][CH2:22][CH2:21]1.[C:26](=[O:29])([OH:28])[O-].[Na+].[I-].[K+]>CN(C)C=O.O>[C:10]([OH:9])(=[O:23])[C:26]([OH:28])=[O:29].[O:23]1[CH2:24][CH2:25][N:20]([CH2:2][CH2:3][S:4][CH:5]2[C:11]3[CH:12]=[CH:13][CH:14]=[CH:15][C:10]=3[O:9][C:8]3[CH:16]=[CH:17][CH:18]=[CH:19][C:7]=3[CH2:6]2)[CH2:21][CH2:22]1 |f:2.3,4.5,8.9|. Reported procedure: A mixture of 1.5 g of 10-(β-bromoethylthio)-10,11-dihydrodibenz[b,f]oxepin, Example 3, 0.5 g of morpholine, 1.0 g of sodium bicarbonate and 1.0 g of potassium iodide in 15 ml of dimethylformamide is stirred at 60°-70° C. for 64 hours. The reaction mixture is permitted to cool before being diluted with water. The biphasic mixture is extracted with ether and the combined ether extracts are shaken with a large excess of 2N hydrochloric acid. The acid solution is basified with potassium carbonate li... Reactants: TEA, COC([C@H](CC1=CC=C(C=C1)O)NC(=O)OC(C)(C)C)=O ((S)-2-tert-butoxycarbonylamino-3-(4-hydroxy-phenyl)-propionic acid methyl ester), CC1=NC=CC(=C1C)B(O)O (2,3-dimethylpyridine-4-boronic acid), cupric acetate, O.CCOC(=O)C (water EtOAc). Run in C(Cl)Cl (DCM). The product is COC([C@H](CC1=CC=C(C=C1)OC1=C(C(=NC=C1)C)C)NC(=O)OC(C)(C)C)=O ((S)-2-tert-Butoxycarbonylamino-3-[4-(2,3-dimethyl-pyridin-4-yloxy)-phenyl]-propionic acid methyl ester). Isolated yield 4.4%. Reaction SMILES: [CH3:1][O:2][C:3](=[O:21])[C@@H:4]([NH:13][C:14]([O:16][C:17]([CH3:20])([CH3:19])[CH3:18])=[O:15])[CH2:5][C:6]1[CH:11]=[CH:10][C:9]([OH:12])=[CH:8][CH:7]=1.[CH3:22][C:23]1[C:28]([CH3:29])=[C:27](B(O)O)[CH:26]=[CH:25][N:24]=1.O.CCOC(C)=O>C(Cl)Cl>[CH3:1][O:2][C:3](=[O:21])[C@@H:4]([NH:13][C:14]([O:16][C:17]([CH3:18])([CH3:20])[CH3:19])=[O:15])[CH2:5][C:6]1[CH:11]=[CH:10][C:9]([O:12][C:27]2[CH:26]=[CH:25][N:24]=[C:23]([CH3:22])[C:28]=2[CH3:29])=[CH:8][CH:7]=1 |f:2.3|. Procedure details: A mixture of 304 mg of (S)-2-tert-butoxycarbonylamino-3-(4-hydroxy-phenyl)-propionic acid methyl ester, 314 mg 2,3-dimethylpyridine-4-boronic acid, 374 mg cupric acetate, and 2 grams of powdered 4 Å molecular seives in 50 mL dry DCM and 0.75 mL TEA was stirred vigorously at rt under an O2 atmosphere for 40 h. The mixture was then poured into water-EtOAc. The organic layer was washed with water and saturated brine, dried over Na2SO4 and concentrated under reduced pressure. The residue was purifie... Starting materials: C1(=CC=CC=C1)C#C/C=C/CO ((E)-5-phenyl-pent-2-en-4-yn-1-ol), P(Br)(Br)Br (phosphorus tribromide). Solvent: C(C)(=O)OCC (ethyl acetate), C1(=CC=CC=C1)C (toluene). The product is BrC/C=C/C#CC1=CC=CC=C1 ((E)-(5-bromo-pent-3-en-1-ynyl)-benzene). Yield: 65.7%. RXN SMILES: [C:1]1([C:7]#[C:8]/[CH:9]=[CH:10]/[CH2:11]O)[CH:6]=[CH:5][CH:4]=[CH:3][CH:2]=1.P(Br)(Br)[Br:14]>C1(C)C=CC=CC=1.C(OCC)(=O)C>[Br:14][CH2:11]/[CH:10]=[CH:9]/[C:8]#[C:7][C:1]1[CH:6]=[CH:5][CH:4]=[CH:3][CH:2]=1. Procedure details: A solution of (E)-5-phenyl-pent-2-en-4-yn-1-ol (Method 1b) (980 mg, 6.2 mmol) in dry toluene (20 mL) was cooled on ice and phosphorus tribromide (0.59 mL, 6.2 mmol) added slowly. After 16 h at 5° C. the mixture was diluted with ethyl acetate and washed with water (×3). The organic phase was concentrated in vacuo and the residue extracted with heptane (×3). The combined heptane phases were concentrated in vacuo to give 900 mg of crude (E)-(5-bromo-pent-3-en-1-ynyl)-benzene. (According to NMR the ... The reactants are NC=1C=C(C=CC1)C1=NN2C(C=CC=C2)=C1C1=NC(=NC=C1)NC1=CC(=CC=C1)F (4-[2-(3-aminophenyl)pyrazolo[1,5-a]pyridin-3-yl]-N-(3-fluorophenyl)-2-pyrimidinamine), BrC=1C(=C(C(=O)Cl)C=CC1F)CC(=O)C=1SC=CC1 (3-bromofluoro-2-thiophenecarbonylmethylbenzoyl chloride). The product is C1NCCC2=CC=C(C=C12)NC1=NC=CC(=N1)C=1C(=NN2C1C=CC=C2)C=2C=C(C=CC2)NC(C2=CC=CC=C2)=O (N-(3-{3-[2-(1,2,3,4-tetrahydro-7-isoquinolinylamino)-4-pyrimidinyl]-pyrazolo[1,5-a]pyridin-2-yl}phenyl)benzamide). Reaction SMILES: [NH2:1][C:2]1[CH:3]=[C:4]([C:8]2[C:16]([C:17]3[CH:22]=[CH:21][N:20]=[C:19]([NH:23][C:24]4[CH:29]=[CH:28][CH:27]=[C:26](F)[CH:25]=4)[N:18]=3)=[C:11]3[CH:12]=[CH:13][CH:14]=[CH:15][N:10]3[N:9]=2)[CH:5]=[CH:6][CH:7]=1.Br[C:32]1[C:33](CC(C2SC=CC=2)=O)=[C:34]([CH:38]=[CH:39][C:40]=1F)[C:35](Cl)=[O:36]>>[CH2:15]1[C:26]2[C:27](=[CH:28][CH:29]=[C:24]([NH:23][C:19]3[N:18]=[C:17]([C:16]4[C:8]([C:4]5[CH:3]=[C:2]([NH:1][C:35](=[O:36])[C:34]6[CH:33]=[CH:32][CH:40]=[CH:39][CH:38]=6)[CH:7]=[CH:6][CH:5]=5)=[N:9][N:10]5[CH:15]=[CH:14][CH:13]=[CH:12][C:11]=45)[CH:22]=[CH:21][N:20]=3)[CH:25]=2)[CH2:12][CH2:11][NH:10]1. Procedure: The title compound was prepared in a manner analogous to Example 66, using 4-[2-(3-aminophenyl)pyrazolo[1,5-a]pyridin-3-yl]-N-(3-fluorophenyl)-2-pyrimidinamine and 3-bromofluoro-2-thiophenecarbonylmethylbenzoyl chloride. HRMS: calc. C28H19N6OSFBr calcd for C31H22F2N6O: 532.1823, found: 533.1921 (M+H)+ 585.0508 found 585.0515+).